This data is from the Open Reaction Database (ORD), a public repository of structured organic reaction records. The task is: describe an organic reaction: reactants, conditions, products, and yield Reactants: COC(NC1=CC=C(C=C1)C1=NC(=C2C(=N1)N(N=C2)C2CCC1(OCCO1)CC2)N2CC1CCC(C2)O1)=O (Methyl{4-[1-(1,4-dioxaspiro[4.5]dec-8-yl)-4-(8-oxa-3-azabicyclo[3.2.1]oct-3-yl)-1H-pyrazolo[3,4-d]pyrimidin-6-yl]phenyl}carbamate). The solvent is Cl (HCl). Reaction conditions: time 1 hour. Product: COC(NC1=CC=C(C=C1)C1=NC(=C2C(=N1)N(N=C2)C2CCC(CC2)=O)N2CC1CCC(C2)O1)=O (methyl{4-[4-(8-oxa-3-azabicyclo[3.2.1]oct-3-yl)-1-(4-oxocyclohexyl)-1H-pyrazolo[3,4-d]pyrimidin-6-yl]phenyl}carbamate). Isolated yield 51.4%. RXN SMILES: [CH3:1][O:2][C:3](=[O:38])[NH:4][C:5]1[CH:10]=[CH:9][C:8]([C:11]2[N:16]=[C:15]3[N:17]([CH:20]4[CH2:29][CH2:28][C:23]5(OCC[O:24]5)[CH2:22][CH2:21]4)[N:18]=[CH:19][C:14]3=[C:13]([N:30]3[CH2:36][CH:35]4[O:37][CH:32]([CH2:33][CH2:34]4)[CH2:31]3)[N:12]=2)=[CH:7][CH:6]=1>Cl>[CH3:1][O:2][C:3](=[O:38])[NH:4][C:5]1[CH:6]=[CH:7][C:8]([C:11]2[N:16]=[C:15]3[N:17]([CH:20]4[CH2:29][CH2:28][C:23](=[O:24])[CH2:22][CH2:21]4)[N:18]=[CH:19][C:14]3=[C:13]([N:30]3[CH2:36][CH:35]4[O:37][CH:32]([CH2:33][CH2:34]4)[CH2:31]3)[N:12]=2)=[CH:9][CH:10]=1. Procedure: Methyl{4-[1-(1,4-dioxaspiro[4.5]dec-8-yl)-4-(8-oxa-3-azabicyclo[3.2.1]oct-3-yl)-1H-pyrazolo[3,4-d]pyrimidin-6-yl]phenyl}carbamate (0.2 g, 0.38 mmol) was dissolved in conc. HCl (2.0 mL) and stirred at room temperature for 1 hr. The reaction was cooled in an ice bath and basified with 10N. sodium hydroxide to precipitate a white solid. The solid was filtered and washed with water and purified by Gilson HPLC to give the desired product (93 mg) MS m/z=477 (M+H). Starting materials: CCC(CC)c1cc(C)nc2c(-c3sc(Br)nc3Br)c(C)nn12, [Li]CCCC, C1CCOC1, CCOC(C)=O, Cn1cncn1, [Cl-], [Cl-], [Zn+2]. Yields the product CCC(CC)c1cc(C)nc2c(-c3sc(-c4ncnn4C)nc3Br)c(C)nn12. As a reaction SMILES: [Br:12][c:13]1[s:14][c:15](-[c:19]2[c:20]([CH3:34])[n:21][n:22]3[c:23]2[n:24][c:25]([CH3:33])[cH:26][c:27]3[CH:28]([CH2:29][CH3:30])[CH2:31][CH3:32])[c:16]([Br:18])[n:17]1.[CH2:1]([Li:2])[CH2:3][CH2:4][CH3:5].[CH2:35]1[O:36][CH2:37][CH2:38][CH2:39]1.[CH3:40][CH2:41][O:42][C:43](=[O:44])[CH3:45].[CH3:6][n:7]1[n:8][cH:9][n:10][cH:11]1.[Cl-:46].[Cl-:48].[Zn+2:47]>>[CH3:6][n:7]1[n:8][cH:9][n:10][c:11]1-[c:13]1[s:14][c:15](-[c:19]2[c:20]([CH3:34])[n:21][n:22]3[c:23]2[n:24][c:25]([CH3:33])[cH:26][c:27]3[CH:28]([CH2:29][CH3:30])[CH2:31][CH3:32])[c:16]([Br:18])[n:17]1. The reactants are BrC=1C=CC(=NC1)O (5-bromopyridin-2-ol), [H-].[Na+] (NaH), BrCC=1C=C(C(=O)OC)C=CC1 (methyl 3-(bromomethyl)benzoate). The solvent is CN(C)C=O (DMF). Run at time 30 minute. Yields the product BrC=1C=CC(N(C1)CC=1C=C(C(=O)OC)C=CC1)=O (Methyl 3-((5-bromo-2-oxopyridin-1(2H)-yl)methyl)benzoate). Isolated yield 59.2%. RXN SMILES: [Br:1][C:2]1[CH:3]=[CH:4][C:5]([OH:8])=[N:6][CH:7]=1.[H-].[Na+].Br[CH2:12][C:13]1[CH:14]=[C:15]([CH:20]=[CH:21][CH:22]=1)[C:16]([O:18][CH3:19])=[O:17]>CN(C=O)C>[Br:1][C:2]1[CH:3]=[CH:4][C:5](=[O:8])[N:6]([CH2:12][C:13]2[CH:14]=[C:15]([CH:20]=[CH:21][CH:22]=2)[C:16]([O:18][CH3:19])=[O:17])[CH:7]=1 |f:1.2|. Reported procedure: To a solution of 5-bromopyridin-2-ol (0.250 g, 1.437 mmol) in DMF (1.50 mL) at 0° C., was added NaH (60% in mineral oil, 0.075 g, 1.868 mmol) portion-wise over a period of 10 min. The mixture was warmed to room temperature and stirred for 30 min. To the mixture was added methyl 3-(bromomethyl)benzoate (0.395 g, 1.724 mmol) in one portion. The reaction was stirred at room temperature for 16 h and partitioned between EtOAc and water. The organic layer was washed with water and brine, dried over an... Starting materials: FC=1C=C(C=C(C1)F)CC(=O)O (3,5-difluorophenylacetic acid), solid, Cl.N[C@@H](C)C(=O)C1(C(N(C2=C(N(C1=O)C1=CC=CC=C1)C=CC=C2)C2=CC=CC=C2)=O)N (3-(L-Alaninyl)-amino-2,4-dioxo-1,5-bis-phenyl-2,3,4,5-tetrahydro-1H-1,5-benzodiazepine Hydrochloride). Product: FC=1C=C(C=C(C1)F)CC(=O)N[C@@H](C)C(=O)C1(C(N(C2=C(N(C1=O)C1=CC=CC=C1)C=CC=C2)C2=CC=CC=C2)=O)N (3-[N′-(3,5-Difluorophenylacetyl)-L-alaninyl]-amino-2,4-dioxo-1,5-bis-phenyl-2,3,4,5-tetrahydro-1H-1,5-benzodiazepine). As a reaction SMILES: [F:1][C:2]1[CH:3]=[C:4]([CH2:9][C:10]([OH:12])=O)[CH:5]=[C:6]([F:8])[CH:7]=1.Cl.[NH2:14][C@H:15]([C:17]([C:19]1([NH2:44])[C:25](=[O:26])[N:24]([C:27]2[CH:32]=[CH:31][CH:30]=[CH:29][CH:28]=2)[C:23]2[CH:33]=[CH:34][CH:35]=[CH:36][C:22]=2[N:21]([C:37]2[CH:42]=[CH:41][CH:40]=[CH:39][CH:38]=2)[C:20]1=[O:43])=[O:18])[CH3:16]>>[F:8][C:6]1[CH:5]=[C:4]([CH2:9][C:10]([NH:14][C@H:15]([C:17]([C:19]2([NH2:44])[C:25](=[O:26])[N:24]([C:27]3[CH:32]=[CH:31][CH:30]=[CH:29][CH:28]=3)[C:23]3[CH:33]=[CH:34][CH:35]=[CH:36][C:22]=3[N:21]([C:37]3[CH:38]=[CH:39][CH:40]=[CH:41][CH:42]=3)[C:20]2=[O:43])=[O:18])[CH3:16])=[O:12])[CH:3]=[C:2]([F:1])[CH:7]=1 |f:1.2|. Procedure details: Following General Procedure I above using 3,5-difluorophenylacetic acid (Lancaster) and 3-(L-alaninyl)-amino-2,4-dioxo-1,5-bis-phenyl-2,3,4,5-tetrahydro-1H-1,5-benzodiazepine hydrochloride (Example 8-W), the title compound was prepared as a white solid (melting point=139-141° C.). Purification was by flash chromatography eluting with CH2Cl2/EtOAc (1:1). Rf=0.46 (CH2Cl2/EtOAc, 1:1). The reactants are CN1CCCC1=O, C[S-], Nc1ccnc(Cl)c1, [Na+]. The product is CSc1cc(N)ccn1. Reaction SMILES: [CH3:12][N:13]1[CH2:14][CH2:15][CH2:16][C:17]1=[O:18].[CH3:1][S-:2].[Cl:4][c:5]1[n:6][cH:7][cH:8][c:9]([NH2:11])[cH:10]1.[Na+:3]>>[CH3:1][S:2][c:5]1[n:6][cH:7][cH:8][c:9]([NH2:11])[cH:10]1. The reactants are 1375(d), O.C1(=CC=C(C=C1)S(=O)(=O)O)C (p-toluenesulfonic acid monohydrate), C(Cl)(Cl)Cl (CHCl3), 1072(d), CCO (EtOH). The reagents and catalysts are [Zn+2].[Br-].[Br-] (ZnBr2). Solvent: CCOCC (ether). Product: CC=1C(CCC(C1)C(C)C)=O (2-Methyl-4-Isopropylcyclohex-2-En-1-One). RXN SMILES: [OH2:1].[C:2]1([CH3:12])[CH:7]=[CH:6][C:5](S(O)(=O)=O)=[CH:4][CH:3]=1.[CH:13](Cl)(Cl)Cl.[CH3:17][CH2:18]O>CCOCC.[Zn+2].[Br-].[Br-]>[CH3:12][C:2]1[C:7](=[O:1])[CH2:6][CH2:5][CH:4]([CH:18]([CH3:17])[CH3:13])[CH:3]=1 |f:0.1,5.6.7|. Procedure: A mixture of MICO (4.4 mg, 2.9 × 10-2 mmol), a trace of p-toluenesulfonic acid monohydrate and CHCl3 (3 mL) was refluxed for 30 min, taken up in 30 mL of ether and worked up as previously described for the ZnBr2 rearrangement to yield an oily residue. One major product (>95% of total volatiles) was isolated by VPC and shown to be the desired -2-en- analog by comparison of IR and MS spectra with those of authentic materials. UV (95% EtOH) lambda(max) = 227 nm; IR 2950, 1680 (C=0), 1355 and 1375(d...